This data is from the Open Reaction Database (ORD), a public repository of structured organic reaction records. The task is: describe an organic reaction: reactants, conditions, products, and yield Starting materials: COC(C(=CC1=CC(=CC=C1)OCC1=CC=CC=C1)OC)=O (3-(3-Benzyloxy-phenyl)-2-methoxy-acrylic acid methyl ester), [Mg] (magnesium). The solvent is CO (methanol). Conditions: time 5 minute. Product: COC(C(CC1=CC(=CC=C1)OCC1=CC=CC=C1)OC)=O (3-(3-Benzyloxy-phenyl)-2-methoxy-propionic acid methyl ester). As a reaction SMILES: [CH3:1][O:2][C:3](=[O:22])[C:4]([O:20][CH3:21])=[CH:5][C:6]1[CH:11]=[CH:10][CH:9]=[C:8]([O:12][CH2:13][C:14]2[CH:19]=[CH:18][CH:17]=[CH:16][CH:15]=2)[CH:7]=1.[Mg]>CO>[CH3:1][O:2][C:3](=[O:22])[CH:4]([O:20][CH3:21])[CH2:5][C:6]1[CH:11]=[CH:10][CH:9]=[C:8]([O:12][CH2:13][C:14]2[CH:19]=[CH:18][CH:17]=[CH:16][CH:15]=2)[CH:7]=1. Reported procedure: Compound from Step B was dissolved in methanol and treated with magnesium. The flask was placed in an ice bath for 5 min and then the reaction mixture was stirred at room temperature for 4 hours. Washed with HCl 3N and extracted with ether. Dry and concentrated to dryness to get the title compound.